This data is from the Open Reaction Database (ORD), a public repository of structured organic reaction records. The task is: describe an organic reaction: reactants, conditions, products, and yield The reactants are C, CCOC(=O)C(=Cc1ccc(OC)c2c1ccc(=O)n2C)C(=O)OCC, CCO, [Pd]. Yields the product CCOC(=O)C(Cc1ccc(OC)c2c1ccc(=O)n2C)C(=O)OCC. As a reaction SMILES: [C:27].[CH3:1][O:2][c:3]1[cH:4][cH:5][c:6]([CH:15]=[C:16]([C:17](=[O:18])[O:19][CH2:20][CH3:21])[C:22](=[O:23])[O:24][CH2:25][CH3:26])[c:7]2[cH:8][cH:9][c:10](=[O:14])[n:11]([CH3:13])[c:12]12.[CH3:29][CH2:30][OH:31].[Pd:28]>>[CH3:1][O:2][c:3]1[cH:4][cH:5][c:6]([CH2:15][CH:16]([C:17](=[O:18])[O:19][CH2:20][CH3:21])[C:22](=[O:23])[O:24][CH2:25][CH3:26])[c:7]2[cH:8][cH:9][c:10](=[O:14])[n:11]([CH3:13])[c:12]12. Reaction SMILES: [OH:1][C:2]1[CH:9]=[CH:8][C:5]([CH:6]=O)=[CH:4][C:3]=1[CH3:10].[CH3:11][N:12]1[CH2:17][CH2:16][NH:15][CH2:14][CH2:13]1.C(O[BH-](OC(=O)C)OC(=O)C)(=O)C.[Na+].C([O-])(O)=O.[Na+]>ClC(Cl)C>[CH3:10][C:3]1[CH:4]=[C:5]([CH2:6][N:15]2[CH2:16][CH2:17][N:12]([CH3:11])[CH2:13][CH2:14]2)[CH:8]=[CH:9][C:2]=1[OH:1] |f:2.3,4.5|. Conditions: time 30 minute. Procedure details: A mixture of 4-hydroxy-3-methylbenzaldehyde (3.27 g, 24 mmol) and 1-methylpiperazine (2.7 g, 27.0 mmol) in dichloroethane (100 mL) was stirred at rt for 30 min. Sodium triacetoxyborohydride (6.2 g, 29 mmol) was added in portions and the reaction mixture was stirred at rt over night. A further portion of 1-methylpiperazine was added and stirring was continued for 24 h. Aqueous NaHCO3 (sat.) was added, the phases were separated and the aqueous phase was saturated with sodium chloride and extracted... The yield is 66.2%. The solvent is ClC(C)Cl (dichloroethane). Starting materials: CN1CCNCC1 (1-methylpiperazine), C(=O)(O)[O-].[Na+] (NaHCO3), OC1=C(C=C(C=O)C=C1)C (4-hydroxy-3-methylbenzaldehyde), CN1CCNCC1 (1-methylpiperazine), C(C)(=O)O[BH-](OC(C)=O)OC(C)=O.[Na+] (Sodium triacetoxyborohydride). The product is CC1=C(C=CC(=C1)CN1CCN(CC1)C)O (2-Methyl-4-((4-methylpiperazin-1-yl)methyl)phenol).